Task: describe an organic reaction: reactants, conditions, products, and yield. Dataset: the Open Reaction Database (ORD), a public repository of structured organic reaction records Starting materials: CCO, COc1ccc2ccc(C#N)cc2c1, Cl, [K+], [OH-], O. The product is COc1ccc2ccc(C(=O)O)cc2c1. As a reaction SMILES: [CH3:19][CH2:20][OH:21].[CH3:1][O:2][c:3]1[cH:4][cH:5][c:6]2[cH:7][cH:8][c:9]([C:13]#[N:14])[cH:10][c:11]2[cH:12]1.[ClH:17].[K+:16].[OH-:15].[OH2:18]>>[CH3:1][O:2][c:3]1[cH:4][cH:5][c:6]2[cH:7][cH:8][c:9]([C:13](=[O:15])[OH:18])[cH:10][c:11]2[cH:12]1. The product is CC(O)C1(c2ccc(F)cc2F)CO1. Reaction SMILES: [CH3:16][O-:17].[CH3:20][CH2:21][O:22][C:23](=[O:24])[CH3:25].[CH3:26][OH:27].[Cl:1][CH2:2][C:3]([CH:4]([CH3:5])[OH:6])([OH:7])[c:8]1[c:9]([F:15])[cH:10][c:11]([F:14])[cH:12][cH:13]1.[Na+:18].[OH2:19]>>[CH2:2]1[C:3]([CH:4]([CH3:5])[OH:6])([c:8]2[c:9]([F:15])[cH:10][c:11]([F:14])[cH:12][cH:13]2)[O:7]1. The reactants are C[O-], CCOC(C)=O, CO, CC(O)C(O)(CCl)c1ccc(F)cc1F, [Na+], O. Reactants: COC(=O)C1=CSC(=C1)C1=CN=C(O1)NC(=O)OC(C)(C)C (5-(2-tert-Butoxycarbonylamino-oxazol-5-yl)-thiophene-3-carboxylic acid methyl ester), [OH-].[Na+] (sodium hydroxide). Run in CO (methanol). Run at time 8 hour. The product is C(C)(C)(C)OC(=O)NC=1OC(=CN1)C1=CC(=CS1)C(=O)O (5-(2-tert-butoxycarbonylamino-oxazol-5-yl)-thiophene-3-carboxylic acid). Yield: 52.8%. RXN SMILES: C[O:2][C:3]([C:5]1[CH:9]=[C:8]([C:10]2[O:14][C:13]([NH:15][C:16]([O:18][C:19]([CH3:22])([CH3:21])[CH3:20])=[O:17])=[N:12][CH:11]=2)[S:7][CH:6]=1)=[O:4].[OH-].[Na+]>CO>[C:19]([O:18][C:16]([NH:15][C:13]1[O:14][C:10]([C:8]2[S:7][CH:6]=[C:5]([C:3]([OH:4])=[O:2])[CH:9]=2)=[CH:11][N:12]=1)=[O:17])([CH3:22])([CH3:20])[CH3:21] |f:1.2|. Procedure details: 5-(2-tert-Butoxycarbonylamino-oxazol-5-yl)-thiophene-3-carboxylic acid methyl ester (0.152 g, 0.47 mmol) was suspended in methanol (2 mL), sodium hydroxide (1 M, 1.17 mL, 1.18 mmol) was added and the mixture stirred overnight at room temperature. The mixture was evaporated then HCl (1 N, 1.2 mL) and water (1 mL) were added. The resultant white precipitate was collected by filtration then dried under vacuum to afford 5-(2-tert-butoxycarbonylamino-oxazol-5-yl)-thiophene-3-carboxylic acid (0.077 g)... Starting materials: CC(CC(C(=O)O)=O)(C)C1=CC=CC=C1 (4-methyl-2-oxo-4-phenylpentanoic acid), S(=O)(Cl)Cl (thionyl chloride), CO (methanol). Run in O (water), CN(C=O)C (dimethylformamide). Run at time 15 minute. Product: COC(C(CC(C)(C1=CC=CC=C1)C)=O)=O (4-methyl-2-oxo-4-phenylpentanoic acid-methyl ester). As a reaction SMILES: [CH3:1][C:2]([C:10]1[CH:15]=[CH:14][CH:13]=[CH:12][CH:11]=1)([CH3:9])[CH2:3][C:4](=[O:8])[C:5]([OH:7])=[O:6].S(Cl)(Cl)=O.[CH3:20]O>CN(C)C=O.O>[CH3:20][O:6][C:5](=[O:7])[C:4](=[O:8])[CH2:3][C:2]([CH3:1])([C:10]1[CH:11]=[CH:12][CH:13]=[CH:14][CH:15]=1)[CH3:9]. Reported procedure: 10.4 g of 4-methyl-2-oxo-4-phenylpentanoic acid (WO98/54159) in 250 ml of dimethylformamide is mixed at −5° C. with 4.1 ml of thionyl chloride, and after 15 minutes, it is mixed with 4 ml of methanol. After 15 hours at room temperature, the batch is diluted with water, and extracted with ethyl acetate. The organic extracts are washed with water, dried (Na2SO4) and concentrated by evaporation, whereby 9.3 g of 4-methyl-2-oxo-4-phenylpentanoic acid-methyl ester is obtained. The latter is mixed in ... Starting materials: CN1N=C(C2=CC=CC=C12)C(=O)O (N-methyl-indazole-3-carboxylic acid), Cl.ClC=1C=C(C=CC1Cl)C1=CC=C(O1)CCN (2-[5-(3,4-dichlorophenyl)furan-2-yl]ethylamine hydrochloride). Product: ClC=1C=C(C=CC1Cl)C1=CC=C(O1)CCNC(=O)C1=NN(C2=CC=CC=C12)C (1-Methyl-1H-indazole-3-carboxylic acid {2-[5-(3,4-dichlorophenyl)furan-2-yl]ethyl}amide). Reaction SMILES: [CH3:1][N:2]1[C:10]2[C:5](=[CH:6][CH:7]=[CH:8][CH:9]=2)[C:4]([C:11]([OH:13])=O)=[N:3]1.Cl.[Cl:15][C:16]1[CH:17]=[C:18]([C:23]2[O:27][C:26]([CH2:28][CH2:29][NH2:30])=[CH:25][CH:24]=2)[CH:19]=[CH:20][C:21]=1[Cl:22]>>[Cl:15][C:16]1[CH:17]=[C:18]([C:23]2[O:27][C:26]([CH2:28][CH2:29][NH:30][C:11]([C:4]3[C:5]4[C:10](=[CH:9][CH:8]=[CH:7][CH:6]=4)[N:2]([CH3:1])[N:3]=3)=[O:13])=[CH:25][CH:24]=2)[CH:19]=[CH:20][C:21]=1[Cl:22] |f:1.2|. Procedure: The title compound was prepared as in Example 12 starting from N-methyl-indazole-3-carboxylic acid and 2-[5-(3,4-dichlorophenyl)furan-2-yl]ethylamine hydrochloride. The crude product was purified by flash chromatography using heptane/EtOAc as a gradient eluent (9:1-8:2). 1H NMR (400 MHz, DMSO-d6): 3.00 (2H, t), 3.64 (2H, m), 4.12 (3H, s), 6.36 (1H, d), 7.01 (1H, d), 7.26 (1H, m), 7.46 (1H, m), 7.600 (1H, s), 7.602 (1H, s), 7.72 (1H, d), 7.83 (1H, s), 8.16 (1H, d), 8.48 (1H, t). Reactants: CNCC(C)C1=CC=NC=C1 (4-(1-Methylaminoprop-2-yl)pyridine), C(C)(=O)OC(C)=O (acetic anhydride), CO (Methanol). Run in C(C)(=O)O (acetic acid). Run at time 8 hour. Yields the product CN(C(C)=O)CC(C)C1=CC=NC=C1 (4-(1-[N-methylacetamido]prop-2-yl)pyridine). As a reaction SMILES: [CH3:1][NH:2][CH2:3][CH:4]([C:6]1[CH:11]=[CH:10][N:9]=[CH:8][CH:7]=1)[CH3:5].[C:12](OC(=O)C)(=[O:14])[CH3:13].CO>C(O)(=O)C>[CH3:1][N:2]([CH2:3][CH:4]([C:6]1[CH:11]=[CH:10][N:9]=[CH:8][CH:7]=1)[CH3:5])[C:12](=[O:14])[CH3:13]. Reported procedure: dl-4-(1-Methylaminoprop-2-yl)pyridine (4.5 g.) in acetic acid (15 ml.) was treated cautiously with acetic anhydride (10 ml.) followed by allowing the mixture to stand at ambient temperature overnight. Methanol (20 ml.) was then added to destroy excess acetic anhydride, followed by evaporation in vacuo (at 40° C.) to remove methanol and methyl acetate. The residue was diluted with water and treated portionwise with sodium carbonate (anhydrous) until alkaline (pH 10-12). The oily suspension was ex... Starting materials: OC=1C=CC2=C(N=C(O2)C2=CC(=NO2)OC[C@H](C)NC(OC(C)(C)C)=O)C1 (tert-butyl [(1S)-2-{[5-(5-hydroxy-1,3-benzoxazol-2-yl)isoxazol-3-yl]oxy}-1-methylethyl]carbamate), C(C)I (ethyl iodide). Product: C(C)OC=1C=CC2=C(N=C(O2)C2=CC(=NO2)OC[C@H](C)NC(OC(C)(C)C)=O)C1 (tert-butyl [(1S)-2-{[5-(5-ethoxy-1,3-benzoxazol-2-yl)isoxazol-3-yl]oxy}-1-methylethyl]carbamate). Reaction SMILES: [OH:1][C:2]1[CH:3]=[CH:4][C:5]2[O:9][C:8]([C:10]3[O:14][N:13]=[C:12]([O:15][CH2:16][C@@H:17]([NH:19][C:20](=[O:26])[O:21][C:22]([CH3:25])([CH3:24])[CH3:23])[CH3:18])[CH:11]=3)=[N:7][C:6]=2[CH:27]=1.[CH2:28](I)[CH3:29]>>[CH2:28]([O:1][C:2]1[CH:3]=[CH:4][C:5]2[O:9][C:8]([C:10]3[O:14][N:13]=[C:12]([O:15][CH2:16][C@@H:17]([NH:19][C:20](=[O:26])[O:21][C:22]([CH3:23])([CH3:25])[CH3:24])[CH3:18])[CH:11]=3)=[N:7][C:6]=2[CH:27]=1)[CH3:29]. Procedure: Using tert-butyl [(1S)-2-{[5-(5-hydroxy-1,3-benzoxazol-2-yl)isoxazol-3-yl]oxy}-1-methylethyl]carbamate and ethyl iodide, and in the same manner as in Example 2, step E, the title compound was obtained. Reactants: [Al+3], CCOC(=O)CCCc1oc(-n2ccnc2C)nc1-c1ccc(Cl)s1, [H-], [H-], [H-], [H-], [Li+], C1CCOC1, O. Product: Cc1nccn1-c1nc(-c2ccc(Cl)s2)c(CCCCO)o1. As a reaction SMILES: [Al+3:27].[Cl:1][c:2]1[cH:3][cH:4][c:5](-[c:7]2[n:8][c:9](-[n:20]3[c:21]([CH3:25])[n:22][cH:23][cH:24]3)[o:10][c:11]2[CH2:12][CH2:13][CH2:14][C:15](=[O:16])[O:17][CH2:18][CH3:19])[s:6]1.[H-:26].[H-:29].[H-:30].[H-:31].[Li+:28].[O:33]1[CH2:34][CH2:35][CH2:36][CH2:37]1.[OH2:32]>>[Cl:1][c:2]1[cH:3][cH:4][c:5](-[c:7]2[n:8][c:9](-[n:20]3[c:21]([CH3:25])[n:22][cH:23][cH:24]3)[o:10][c:11]2[CH2:12][CH2:13][CH2:14][CH2:15][OH:16])[s:6]1. The reactants are CC(C)(OC(=O)N[C@@H](CC(=O)N1CC=2N(CC1)C=CN2)CC2=CC(=C(C=C2)F)F)C (7-[(3R)-3-[(1,1-dimethylethoxycarbonyl)amino]-4-(3,4-difluorophenyl)butanoyl]-5,6,7,8-tetrahydroimidazo[1,2-α]pyrazine), Cl (hydrogen chloride). Run in CO (methanol). Yields the product Cl.Cl.N[C@@H](CC(=O)N1CC=2N(CC1)C=CN2)CC2=CC(=C(C=C2)F)F (7-[(3R)-3-Amino-4-(3,4-difluorophenyl)butanoyl]-5,6,7,8-tetrahydroimidazo[1,2-α]pyrazine, dihydrochloride). As a reaction SMILES: CC(C)(OC([NH:7][C@H:8]([CH2:21][C:22]1[CH:27]=[CH:26][C:25]([F:28])=[C:24]([F:29])[CH:23]=1)[CH2:9][C:10]([N:12]1[CH2:17][CH2:16][N:15]2[CH:18]=[CH:19][N:20]=[C:14]2[CH2:13]1)=[O:11])=O)C.[ClH:31]>CO>[ClH:31].[ClH:31].[NH2:7][C@H:8]([CH2:21][C:22]1[CH:27]=[CH:26][C:25]([F:28])=[C:24]([F:29])[CH:23]=1)[CH2:9][C:10]([N:12]1[CH2:17][CH2:16][N:15]2[CH:18]=[CH:19][N:20]=[C:14]2[CH2:13]1)=[O:11] |f:3.4.5|. Reported procedure: The title compound was prepared from 7-[(3R)-3-[(1,1-dimethylethoxycarbonyl)amino]-4-(3,4-difluorophenyl)butanoyl]-5,6,7,8-tetrahydroimidazo[1,2-α]pyrazine (72 mg, 0.171 mmol, from Step C), in 1.5 mL of methanol saturated with hydrogen chloride, using a procedure analogous to that described in Example 1, Step D. Concentration gave 66 mg of the title compound as a foamy solid. 1H NMR (500 MHz, CD3OD) δ 2.96-3.13 (m, 4H), 3.93 (m, 1H), 4.13 (m, 2H), 4.26-4.38 (m, 2H), 4.26-4.38 (m, 2H), 4.90-5.04 ...